Dataset: the Open Reaction Database (ORD), a public repository of structured organic reaction records. Task: describe an organic reaction: reactants, conditions, products, and yield The reactants are C(C1=CC=CC=C1)(=O)OC[C@H]1OC([C@]([C@@]1(C)OC(C)=O)(C)F)N1C2=NC=NC(=C2N=C1)Cl (((2R,3S,4R)-3-acetoxy-5-(6-chloro-9H-purin-9-yl)-4-fluoro-3,4-dimethyl-tetrahydrofuran-2-yl)methyl benzoate), C1(CCC1)N (cyclobutylamine), O (water). Run in C(C)O (ethanol). Product: C(C1=CC=CC=C1)(=O)OC[C@H]1OC([C@]([C@@]1(C)OC(C)=O)(C)F)N1C2=NC=NC(=C2N=C1)NC1CCC1 (((2R,3S,4R)-3-acetoxy-5-(6-(cyclobutylamino)-9H-purin-9-yl)-4-fluoro-3,4-dimethyl-tetrahydrofuran-2-yl)methyl benzoate). Isolated yield 46.5%. As a reaction SMILES: [C:1]([O:9][CH2:10][C@@H:11]1[C@@:15]([O:17][C:18](=[O:20])[CH3:19])([CH3:16])[C@:14]([F:22])([CH3:21])[CH:13]([N:23]2[CH:31]=[N:30][C:29]3[C:24]2=[N:25][CH:26]=[N:27][C:28]=3Cl)[O:12]1)(=[O:8])[C:2]1[CH:7]=[CH:6][CH:5]=[CH:4][CH:3]=1.[CH:33]1([NH2:37])[CH2:36][CH2:35][CH2:34]1.O>C(O)C>[C:1]([O:9][CH2:10][C@@H:11]1[C@@:15]([O:17][C:18](=[O:20])[CH3:19])([CH3:16])[C@:14]([F:22])([CH3:21])[CH:13]([N:23]2[CH:31]=[N:30][C:29]3[C:24]2=[N:25][CH:26]=[N:27][C:28]=3[NH:37][CH:33]2[CH2:36][CH2:35][CH2:34]2)[O:12]1)(=[O:8])[C:2]1[CH:7]=[CH:6][CH:5]=[CH:4][CH:3]=1. Reported procedure: To a stirred solution of ((2R,3S,4R)-3-acetoxy-5-(6-chloro-9H-purin-9-yl)-4-fluoro-3,4-dimethyl-tetrahydrofuran-2-yl)methyl benzoate (about 0.4 g, 0.86 mmol) in ethanol (about 5 ml) was added cyclobutylamine (about 0.88 ml, 10.38 mmol) and refluxed for about 2 hours. Completion of the reaction monitored by thin-layer chromatography and water added to the reaction mixture. The aqueous layer was extracted with ethyl acetate and the combined organic layers were washed with brine and dried over sodi... Starting materials: C(C)(C)[N-]C(C)C.[Li+] (Lithium diisopropylamide), solution, C(C)(=O)O (Acetic acid), ClC=1C(C(=C(C(C1Cl)=O)C#N)C#N)=O (2,3-dichloro-5,6-dicyano-1,4-benzoquinone), ClC1=NC=C(C=N1)C (2-Chloro-5-methylpyrimidine), mixture, BrC=1C=CC2=C(SC=C2)C1 (6-bromobenzo[b]thiophene), resultant mixture. Run in CCCCCCC.C1CCOC1.C(C)C1=CC=CC=C1 (heptane THF ethylbenzene), C1CCOC1 (THF). Reaction conditions: temperature -75 celsius, time 40 minute. Product: BrC=1C=CC2=C(SC(=C2)C2=NC(=NC=C2C)Cl)C1 (4-(6-bromobenzo[b]thiophen-2-yl)-2-chloro-5-methylpyrimidine). Isolated yield 38.6%. As a reaction SMILES: [Br:1][C:2]1[CH:3]=[CH:4][C:5]2[CH:9]=[CH:8][S:7][C:6]=2[CH:10]=1.C([N-]C(C)C)(C)C.[Li+].[Cl:19][C:20]1[N:25]=[CH:24][C:23]([CH3:26])=[CH:22][N:21]=1.C(O)(=O)C.ClC1C(=O)C(C#N)=C(C#N)C(=O)C=1Cl>C1COCC1.CCCCCCC.C1COCC1.C(C1C=CC=CC=1)C>[Br:1][C:2]1[CH:3]=[CH:4][C:5]2[CH:9]=[C:8]([C:22]3[C:23]([CH3:26])=[CH:24][N:25]=[C:20]([Cl:19])[N:21]=3)[S:7][C:6]=2[CH:10]=1 |f:1.2,7.8.9|. Procedure: A solution of 6-bromobenzo[b]thiophene (5.00 g, 23.5 mmol) in THF (50 mL) is cooled to −70° C. Lithium diisopropylamide (12.9 mL of a 2 M solution in heptane/THF/ethylbenzene, 25.8 mmol) is added dropwise over 5 minutes. After stirring for 40 minutes at −75° C., the mixture is removed from the cold bath and allowed to warm to 0° C. over 15 minutes and then recooled to −35° C. 2-Chloro-5-methylpyrimidine (3.02 g, 23.5 mmol) is added to the mixture as a solid in one portion and the resultant mixtu... The reactants are [BH4-], CC(C)CCN, CO, COc1cc(C=O)ccc1Oc1cnc(C(N)=O)cn1, [Na+]. Product: COc1cc(CNCCC(C)C)ccc1Oc1cnc(C(N)=O)cn1. As a reaction SMILES: [BH4-:27].[CH2:21]([CH2:22][CH:23]([CH3:24])[CH3:25])[NH2:26].[CH3:29][OH:30].[CH:1](=[O:2])[c:3]1[cH:4][c:5]([O:19][CH3:20])[c:6]([O:7][c:8]2[n:9][cH:10][c:11]([C:14](=[O:15])[NH2:16])[n:12][cH:13]2)[cH:17][cH:18]1.[Na+:28]>>[CH2:1]([c:3]1[cH:4][c:5]([O:19][CH3:20])[c:6]([O:7][c:8]2[n:9][cH:10][c:11]([C:14](=[O:15])[NH2:16])[n:12][cH:13]2)[cH:17][cH:18]1)[NH:26][CH2:21][CH2:22][CH:23]([CH3:24])[CH3:25]. Reactants: COC1=CC=C(C=C1)C(C(C)Br)=O (1-(4'-methoxyphenyl)-2-bromo-1-propanone), C1(=CC=C(C=C1)S(=O)(=O)O)C (p-toluenesulphonic acid), C(C)(=O)[O-].[K+] (potassium acetate), [OH-].[K+] (potassium hydroxide), C[O-].[Na+] (sodium methoxide). The solvent is C(CO)O (ethylene glycol), O (water). Run at temperature 115 celsius, time 5 hour. Product: COC1=CC=C(C=C1)C(C(=O)O)C (2-(4'-methoxyphenyl)-propionic acid). Isolated yield 38.0%. As a reaction SMILES: [CH3:1][O:2][C:3]1[CH:8]=[CH:7][C:6]([C:9](=O)[CH:10](Br)C)=[CH:5][CH:4]=1.C1(C)C=CC(S(O)(=O)=O)=CC=1.C[O-].[Na+].[C:28]([O-:31])(=[O:30])C.[K+].[OH-].[K+]>O.C(O)CO>[CH3:1][O:2][C:3]1[CH:4]=[CH:5][C:6]([CH:9]([CH3:10])[C:28]([OH:31])=[O:30])=[CH:7][CH:8]=1 |f:2.3,4.5,6.7|. Procedure details: A mixture of 1-(4'-methoxyphenyl)-2-bromo-1-propanone (24,3 g; 0.1 mole), p-toluenesulphonic acid (1,9 g; 0,01 mole) and ethylene glycol (750 ml) is heated at 115° C. under vacuum (40 mmHg) for three hours, while distilling off a mixture of glycol and water. To the mixture cooled to 60° C., neutralized by means of sodium methoxide (0.6 g; 0.011 mole), potassium acetate (11,77 g; 0,12 mole) is added, and the mixture is heated at 130° C. for 6 hours. The mixture is then cooled to 90° C., to it 40%... The reactants are I.N=C1NCCN1 (2-iminoimidazoline hydroiodide), C(C)C1=C(C(=CC=C1)C)N=C=O (2-ethyl-6-methylphenyl isocyanate), [H-].[Li+] (lithium hydride). The solvent is CN(C=O)C (dimethylformamide), CN(C=O)C (dimethylformamide). Conditions: time 8 hour. Product: C(C)C1=C(C(=CC=C1)C)NC(=O)N=C1NCCN1 (N-(2-ethyl-6-methylphenyl)-N'-(2-imidazolidinylidene)urea). As a reaction SMILES: I.[NH:2]=[C:3]1[NH:7][CH2:6][CH2:5][NH:4]1.[H-].[Li+].[CH2:10]([C:12]1[CH:17]=[CH:16][CH:15]=[C:14]([CH3:18])[C:13]=1[N:19]=[C:20]=[O:21])[CH3:11]>CN(C)C=O>[CH2:10]([C:12]1[CH:17]=[CH:16][CH:15]=[C:14]([CH3:18])[C:13]=1[NH:19][C:20]([N:2]=[C:3]1[NH:7][CH2:6][CH2:5][NH:4]1)=[O:21])[CH3:11] |f:0.1,2.3|. Reported procedure: In a manner similar to that previously described, 15.55 grams (0.073 mole) of 2-iminoimidazoline hydroiodide is added dropwise to a dry cooled suspension of 596 milligrams (0.075 mole) of lithium hydride in 30 milliliters of dimethylformamide under an atmosphere of nitrogen. After completion of the addition, the mixture is allowed to warm to room temperature to complete the reaction. Thereafter the mixture is again cooled, a solution of 8.1 grams (0.05 mole) of 2-ethyl-6-methylphenyl isocyanate ... Starting materials: ClC1=C2C=CC=NC2=C(C(=C1)I)O (5-chloro-8-hydroxy-7-iodoquinoline), C(C)(C)(C)[Si](Cl)(C)C (t-butyldimethylchlorosilane). Yields the product ClC1=C2C=CC=NC2=C(C(=C1)[Si](C)(C)C)O (5-Chloro-7-(trimethylsilyl)-8-quinolinol). Reaction SMILES: [Cl:1][C:2]1[CH:11]=[C:10](I)[C:9]([OH:13])=[C:8]2[C:3]=1[CH:4]=[CH:5][CH:6]=[N:7]2.[C:14]([Si:18]([CH3:21])([CH3:20])Cl)(C)(C)C>>[Cl:1][C:2]1[CH:11]=[C:10]([Si:18]([CH3:21])([CH3:20])[CH3:14])[C:9]([OH:13])=[C:8]2[C:3]=1[CH:4]=[CH:5][CH:6]=[N:7]2. Procedure details: The title compound is prepared in two steps from 5-chloro-8-hydroxy-7-iodoquinoline, which is commercially available, according to the procedures described in Preparation 11 and Example 41, substituting trimethylchlorosilane for t-butyldimethylchlorosilane in the former procedure. Column chromatography (elution with 0-1% EtOAc/hexane) gives 0.147 g of the title compound as a white solid.